Task: describe an organic reaction: reactants, conditions, products, and yield. Dataset: the Open Reaction Database (ORD), a public repository of structured organic reaction records Starting materials: Oc1cc(Br)cc(Br)c1, O=C([O-])[O-], COc1ccc(CBr)cc1, CC(C)=O, [K+], [K+]. Yields the product COc1ccc(COc2cc(Br)cc(Br)c2)cc1. As a reaction SMILES: [Br:1][c:2]1[cH:3][c:4]([OH:9])[cH:5][c:6]([Br:8])[cH:7]1.[C:20](=[O:21])([O-:22])[O-:23].[CH3:10][O:11][c:12]1[cH:13][cH:14][c:15]([CH2:16][Br:17])[cH:18][cH:19]1.[CH3:26][C:27](=[O:28])[CH3:29].[K+:24].[K+:25]>>[Br:1][c:2]1[cH:3][c:4]([O:9][CH2:16][c:15]2[cH:14][cH:13][c:12]([O:11][CH3:10])[cH:19][cH:18]2)[cH:5][c:6]([Br:8])[cH:7]1. Starting materials: C(C)(C)OB1OC(C(O1)(C)C)(C)C (2-isopropoxy-4,4,5,5-tetramethyl-1,3,2-dioxaborolane), [Cl-].[NH4+] (ammonium chloride), BrC1=CN=C(S1)N(C(OC(C)(C)C)=O)C(C)C (tert-butyl 5-bromothiazol-2-yl(isopropyl)carbamate), BrC1=CN=C(S1)N(C(OC(C)(C)C)=O)C(C)C (tert-butyl 5-bromothiazol-2-yl(isopropyl)carbamate), C(CCC)[Li] (n-butyllithium). Run in C1CCOC1 (THF). Reaction conditions: temperature -78 celsius, time 10 minute. Product: C(C)(C)(C)OC(N(C=1SC(=CN1)B1OC(C(O1)(C)C)(C)C)C(C)C)=O (tert-butyl-isopropyl(5-(4,4,5,5-tetramethyl-1,3,2-dioxaborolan-2-yl)thiazol-2-yl)carbamate). Yield: 48.6%. Reaction SMILES: Br[C:2]1[S:6][C:5]([N:7]([CH:15]([CH3:17])[CH3:16])[C:8](=[O:14])[O:9][C:10]([CH3:13])([CH3:12])[CH3:11])=[N:4][CH:3]=1.C([Li])CCC.C(O[B:27]1[O:31][C:30]([CH3:33])([CH3:32])[C:29]([CH3:35])([CH3:34])[O:28]1)(C)C.[Cl-].[NH4+]>C1COCC1>[C:10]([O:9][C:8](=[O:14])[N:7]([CH:15]([CH3:17])[CH3:16])[C:5]1[S:6][C:2]([B:27]2[O:31][C:30]([CH3:33])([CH3:32])[C:29]([CH3:35])([CH3:34])[O:28]2)=[CH:3][N:4]=1)([CH3:13])([CH3:12])[CH3:11] |f:3.4|. Reported procedure: A solution of tert-butyl 5-bromothiazol-2-yl(isopropyl)carbamate (Intermediate 43-1, 7.5 g, 23.3 mmol) in THF (50 mL) was treated with n-butyllithium (1.6 M in hexane, 21.8 mL, 34.88 mmol) dropwise at −78° C. The resulting solution was stirred at −78° C. for 10 min, then was treated dropwise with 2-isopropoxy-4,4,5,5-tetramethyl-1,3,2-dioxaborolane (6.49 g, 34.9 mmol). The mixture was stirred at −78° C. for 2 h, then was warmed to rt and treated with 50% aqueous ammonium chloride (50 mL). The mi... The reactants are C1CCOC1, OCc1ccc(CCl)cc1, CC(C)OC(=O)N=NC(=O)OC(C)C, COC(=O)CCC(C(N)=O)N1Cc2c(O)cccc2C1=O, c1ccc(P(c2ccccc2)c2ccccc2)cc1. Product: COC(=O)CCC(C(N)=O)N1Cc2c(OCc3ccc(CCl)cc3)cccc2C1=O. Reaction SMILES: [CH2:65]1[O:66][CH2:67][CH2:68][CH2:69]1.[Cl:55][CH2:56][c:57]1[cH:58][cH:59][c:60]([CH2:63][OH:64])[cH:61][cH:62]1.[N:41]([C:42]([O:43][CH:44]([CH3:45])[CH3:46])=[O:47])=[N:48][C:49]([O:50][CH:51]([CH3:52])[CH3:53])=[O:54].[NH2:20][C:21]([CH:22]([CH2:23][CH2:24][C:25](=[O:26])[O:27][CH3:28])[N:29]1[C:30](=[O:39])[c:31]2[cH:32][cH:33][cH:34][c:35]([OH:38])[c:36]2[CH2:37]1)=[O:40].[c:1]1([P:2]([c:3]2[cH:4][cH:5][cH:6][cH:7][cH:8]2)[c:9]2[cH:10][cH:11][cH:12][cH:13][cH:14]2)[cH:15][cH:16][cH:17][cH:18][cH:19]1>>[NH2:20][C:21]([CH:22]([CH2:23][CH2:24][C:25](=[O:26])[O:27][CH3:28])[N:29]1[C:30](=[O:39])[c:31]2[cH:32][cH:33][cH:34][c:35]([O:38][CH2:63][c:60]3[cH:59][cH:58][c:57]([CH2:56][Cl:55])[cH:62][cH:61]3)[c:36]2[CH2:37]1)=[O:40]. Starting materials: NC1=C(C=C(C=C1)Cl)C(CO)C1=C(C=CC=C1)Cl (2-(2-amino-5-chlorophenyl)-2-(2-chlorophenyl)ethanol), C(C)(=O)O (acetic acid), C(C(C)(C)C)=O (pivalaldehyde), C(#N)[BH3-].[Na+] (sodium cyano borohydride). The solvent is CO (methanol). Run at time 30 minute. Product: ClC=1C=CC(=C(C1)C(CO)C1=C(C=CC=C1)Cl)NCC(C)(C)C (2-(5-Chloro-2-neopentylaminophenyl)-2-(2-chlorophenyl)ethanol). The yield is 99.2%. RXN SMILES: [NH2:1][C:2]1[CH:7]=[CH:6][C:5]([Cl:8])=[CH:4][C:3]=1[CH:9]([C:12]1[CH:17]=[CH:16][CH:15]=[CH:14][C:13]=1[Cl:18])[CH2:10][OH:11].C(O)(=O)C.[CH:23](=O)[C:24]([CH3:27])([CH3:26])[CH3:25].C([BH3-])#N.[Na+]>CO>[Cl:8][C:5]1[CH:6]=[CH:7][C:2]([NH:1][CH2:23][C:24]([CH3:27])([CH3:26])[CH3:25])=[C:3]([CH:9]([C:12]2[CH:17]=[CH:16][CH:15]=[CH:14][C:13]=2[Cl:18])[CH2:10][OH:11])[CH:4]=1 |f:3.4|. Procedure details: To a solution of 2-(2-amino-5-chlorophenyl)-2-(2-chlorophenyl)ethanol (4.44 g) in methanol (50 ml) were added acetic acid (1.4 ml) and pivalaldehyde (2.0 g). The mixture was stirred for 30 minutes at room temperature. To the solution was added sodium cyano borohydride (1.5 g), and the mixture was stirred for one hour at room temperature. The reaction mixture was then processed in substantially the same manner as in Example 52-(7) to give 5.5 g of an oily compound.